From a dataset of the Open Reaction Database (ORD), a public repository of structured organic reaction records. describe an organic reaction: reactants, conditions, products, and yield Reactants: CC1(C)OB(c2ccc3c(c2)CCCC3)OC1(C)C, Cc1nccn1Cc1cc(Cl)cnn1. Product: Cl, Cc1nccn1Cc1cc(-c2ccc3c(c2)CCCC3)cnn1. As a reaction SMILES: [CH3:1][C:2]1([CH3:3])[C:4]([CH3:5])([CH3:6])[O:7][B:8]([c:9]2[cH:10][c:11]3[c:16]([cH:17][cH:18]2)[CH2:15][CH2:14][CH2:13][CH2:12]3)[O:19]1.[Cl:20][c:21]1[cH:22][c:23]([CH2:27][n:28]2[c:29]([CH3:33])[n:30][cH:31][cH:32]2)[n:24][n:25][cH:26]1>>[ClH:20].[c:9]1(-[c:21]2[cH:22][c:23]([CH2:27][n:28]3[c:29]([CH3:33])[n:30][cH:31][cH:32]3)[n:24][n:25][cH:26]2)[cH:10][c:11]2[c:16]([cH:17][cH:18]1)[CH2:15][CH2:14][CH2:13][CH2:12]2. Reactants: C[Si](Cl)(C)C (trimethylchlorosilane), [BH4-].[Na+] (sodium borohydride), Cl (hydrochloric acid), COC1=C(CC#N)C=CC=C1 (2-methoxybenzylcyanide), BrC(C(=O)OCC)C (ethyl 2-bromopropionate). The reagents and catalysts are [Zn] (zinc). Run in C(C)O (ethanol), O1CCCC1 (THF), O1CCCC1 (tetrahydrofuran), ClCCl (dichloromethane). Run at time 30 minute. Yields the product NC(C(C(=O)OCC)C)CC1=C(C=CC=C1)OC (Ethyl 3-amino-4-(2-methoxyphenyl)-2-methylbutanoate). Reaction SMILES: C[Si](C)(C)Cl.[CH3:6][O:7][C:8]1[CH:16]=[CH:15][CH:14]=[CH:13][C:9]=1[CH2:10][C:11]#[N:12].Br[CH:18]([CH3:24])[C:19]([O:21][CH2:22][CH3:23])=[O:20].[BH4-].[Na+].Cl>ClCCl.O1CCCC1.[Zn].C(O)C>[NH2:12][CH:11]([CH2:10][C:9]1[CH:13]=[CH:14][CH:15]=[CH:16][C:8]=1[O:7][CH3:6])[CH:18]([CH3:24])[C:19]([O:21][CH2:22][CH3:23])=[O:20] |f:3.4|. Procedure details: 150 g of zinc in 1.5 L of absolute dichloromethane are combined with 15 mL of trimethylchlorosilane under nitrogen and stirred for 30 minutes at ambient temperature. Then 900 mL of absolute tetrahydrofuran (THF) are added and heated to 42° C. To this is added dropwise a mixture of 147 g (1.0 mol) of 2-methoxybenzylcyanide 11 and 362 g (2,0 mol) of ethyl 2-bromopropionate in 100 mL of THF and the resulting mixture is then refluxed for a further 2 h. It is left to cool, decanted off from the exces... Starting materials: CC(=O)OCc1coc(C=Cc2ccc(C(F)(F)F)cc2)n1, CS(C)=O, [Na+], [OH-], O. The product is OCc1coc(C=Cc2ccc(C(F)(F)F)cc2)n1. RXN SMILES: [C:1](=[O:2])([CH3:3])[O:4][CH2:5][c:6]1[n:7][c:8]([CH:11]=[CH:12][c:13]2[cH:14][cH:15][c:16]([C:19]([F:20])([F:21])[F:22])[cH:17][cH:18]2)[o:9][cH:10]1.[CH3:26][S:27](=[O:28])[CH3:29].[Na+:24].[OH-:23].[OH2:25]>>[OH:4][CH2:5][c:6]1[n:7][c:8]([CH:11]=[CH:12][c:13]2[cH:14][cH:15][c:16]([C:19]([F:20])([F:21])[F:22])[cH:17][cH:18]2)[o:9][cH:10]1. Reactants: CCOC(C)=O, O=CO, [O-][Cl+3]([O-])([O-])O, C1COCCO1, CC12CC(O)C3C(CCC4=CC(=O)CCC43C)C1CCC2=O. The product is CC12CC(OC=O)C3C(CCC4=CC(=O)CCC43C)C1CCC2=O. RXN SMILES: [CH3:23][CH2:24][O:25][C:26](=[O:27])[CH3:28].[CH:35]([OH:36])=[O:37].[Cl+3:38]([OH:39])([O-:40])([O-:41])[O-:42].[O:29]1[CH2:30][CH2:31][O:32][CH2:33][CH2:34]1.[OH:1][CH:2]1[CH:3]2[C:4]3([CH3:22])[CH2:5][CH2:6][C:7](=[O:21])[CH:8]=[C:9]3[CH2:10][CH2:11][CH:12]2[CH:13]2[CH2:14][CH2:15][C:16](=[O:20])[C:17]2([CH3:18])[CH2:19]1>>[O:1]([CH:2]1[CH:3]2[C:4]3([CH3:22])[CH2:5][CH2:6][C:7](=[O:21])[CH:8]=[C:9]3[CH2:10][CH2:11][CH:12]2[CH:13]2[CH2:14][CH2:15][C:16](=[O:20])[C:17]2([CH3:18])[CH2:19]1)[CH:24]=[O:25]. The reactants are CC1(C(C(C1=O)(C)C)=O)C (2,2,4,4-tetramethylcyclobutane-1,3-dione), [H][H] (hydrogen). The product is CC1(C(C(C1O)(C)C)O)C (2,2,4,4-tetramethylcyclobutane-1,3-diol). As a reaction SMILES: [CH3:1][C:2]1([CH3:10])[C:5](=[O:6])[C:4]([CH3:8])([CH3:7])[C:3]1=[O:9].[H][H]>>[CH3:7][C:4]1([CH3:8])[CH:5]([OH:6])[C:2]([CH3:10])([CH3:1])[CH:3]1[OH:9]. Procedure: In one embodiment, the present invention provides processes for producing 2,2,4,4-tetramethylcyclobutane-1,3-diol, comprising contacting 2,2,4,4-tetramethylcyclobutane-1,3-dione, a promoted copper-based catalyst, a non-protic solvent, and hydrogen in a hydrogenation zone under conditions of temperature and pressure sufficient to form 2,2,4,4-tetramethylcyclobutane-1,3-diol. In one such embodiment, the 2,2,4,4-tetramethylcyclobutane-1,3-dione and hydrogen are continuously fed into the hydrogenati... Starting materials: ClC1=CC=C(S1)C(=O)O (5-chlorothiophene-2-carboxylic acid), C([O-])([O-])=O.[K+].[K+] (potassium carbonate), BrCC1CC1 ((bromomethyl)cyclopropane). Solvent: CN(C)C=O (DMF), C(C)(=O)OCC (ethyl acetate), O (water). Conditions: temperature 70 celsius. Product: ClC1=CC=C(S1)C(=O)OCC1CC1 (cyclopropylmethyl 5-chlorothiophene-2-carboxylate). RXN SMILES: [Cl:1][C:2]1[S:6][C:5]([C:7]([OH:9])=[O:8])=[CH:4][CH:3]=1.C(=O)([O-])[O-].[K+].[K+].Br[CH2:17][CH:18]1[CH2:20][CH2:19]1>CN(C=O)C.C(OCC)(=O)C.O>[Cl:1][C:2]1[S:6][C:5]([C:7]([O:9][CH2:17][CH:18]2[CH2:20][CH2:19]2)=[O:8])=[CH:4][CH:3]=1 |f:1.2.3|. Reported procedure: To a solution of 5-chlorothiophene-2-carboxylic acid (5.00 g) in DMF (50 mL) were added potassium carbonate (6.38 g) and (bromomethyl)cyclopropane (4.47 mL), and the mixture was stirred with heating at 70° C. for 30 min. The reaction mixture was allowed to cool to room temperature, and diluted with ethyl acetate and water, and the organic layer was separated. The organic layer was washed with saturated brine, and dried over anhydrous magnesium sulfate, and the solvent was evaporated under reduce...